From a dataset of the Open Reaction Database (ORD), a public repository of structured organic reaction records. describe an organic reaction: reactants, conditions, products, and yield Starting materials: CC(C)(Cc1ccc2c(c1)OCO2)[N+](=O)[O-], CC(=O)O, COCCOC, [H][H], O=[Pt]=O. Product: CC(C)(N)Cc1ccc2c(c1)OCO2. RXN SMILES: [CH2:1]1[O:2][c:3]2[cH:4][c:5]([CH2:10][C:11]([CH3:12])([N+:13]([O-:14])=[O:15])[CH3:16])[cH:6][cH:7][c:8]2[O:9]1.[CH3:17][C:18](=[O:19])[OH:20].[CH3:21][O:22][CH2:23][CH2:24][O:25][CH3:26].[H:27][H:28].[Pt:29](=[O:30])=[O:31]>>[CH2:1]1[O:2][c:3]2[cH:4][c:5]([CH2:10][C:11]([CH3:12])([NH2:13])[CH3:16])[cH:6][cH:7][c:8]2[O:9]1. Reactants: C(C1=CC=CC=C1)(=O)N=C=O (Benzoyl isocyanate), N1=CC(=CC=C1)N (Pyridin-3-amine), [OH-].[Na+] (NaOH). Run in C(Cl)Cl (CH2Cl2). Reaction conditions: temperature -10 celsius. The product is N1=CC(=CC=C1)NC(=O)N (1-(pyridin-3-yl)urea). Isolated yield 120.4%. RXN SMILES: [C:1]([N:9]=C=O)(=[O:8])C1C=CC=CC=1.[N:12]1[CH:17]=[CH:16][CH:15]=[C:14]([NH2:18])[CH:13]=1.[OH-].[Na+]>C(Cl)Cl>[N:12]1[CH:17]=[CH:16][CH:15]=[C:14]([NH:18][C:1]([NH2:9])=[O:8])[CH:13]=1 |f:2.3|. Procedure: Benzoyl isocyanate (3.28 g, 22.3 mmol, 1.05 equiv.) was taken up in CH2Cl2 (30 mL) and cooled to −10° C. Pyridin-3-amine (2 g, 21.2 mmol, 1 equiv.) was added in portions while stirring. The mixture was allowed to stir for 3 h at room temperature. After the reaction was deemed complete, it was concentrated and then taken up in a 1:1 mixture of CH3OH and H2O (100 mL) followed by the addition of NaOH (4.25 g, 106.3 mmol, 5 equiv.). The reaction was allowed to stir overnight at room temperature, con... Starting materials: C1CCOC1, O=C(Cl)c1ccc(Cl)nc1, Nc1ccc(C(=O)O)cc1O, c1ccncc1. Yields the product O=C(O)c1ccc(NC(=O)c2ccc(Cl)nc2)c(O)c1. Reaction SMILES: [CH2:28]1[O:29][CH2:30][CH2:31][CH2:32]1.[Cl:18][c:19]1[n:20][cH:21][c:22]([C:23](=[O:24])[Cl:25])[cH:26][cH:27]1.[NH2:1][c:2]1[c:3]([OH:11])[cH:4][c:5]([C:6](=[O:7])[OH:8])[cH:9][cH:10]1.[cH:12]1[cH:13][cH:14][n:15][cH:16][cH:17]1>>[NH:1]([c:2]1[c:3]([OH:11])[cH:4][c:5]([C:6](=[O:7])[OH:8])[cH:9][cH:10]1)[C:23]([c:22]1[cH:21][n:20][c:19]([Cl:18])[cH:27][cH:26]1)=[O:24]. Starting materials: ClC=1C(=NC(=C(N1)OC1=CC(=CC=C1)[N+](=O)[O-])CC)C(=O)N (3-chloro-6-ethyl-5-(3-nitrophenoxy)pyrazine-2-carboxamide), CN1CCN(CC1)C1=NC=C(C=N1)N (2-(4-methylpiperazin-1-yl)pyrimidine-5-amine), C(C)(C)N(CC)C(C)C (diisopropylethylamine). Solvent: CN1C(CCC1)=O (N-methylpyrrolidone), C(C)(=O)OCC (ethyl acetate). Conditions: temperature 120 celsius. The product is C(C)C1=C(N=C(C(=N1)C(=O)N)NC=1C=NC(=NC1)N1CCN(CC1)C)OC1=CC(=CC=C1)[N+](=O)[O-] (6-ethyl-3-{[2-(4-methylpiperazin-1-yl)pyrimidin-5-yl]amino}-5-(3-nitrophenoxy)pyrazine-2-carboxamide). Yield: 52.5%. RXN SMILES: Cl[C:2]1[C:3]([C:20]([NH2:22])=[O:21])=[N:4][C:5]([CH2:18][CH3:19])=[C:6]([O:8][C:9]2[CH:14]=[CH:13][CH:12]=[C:11]([N+:15]([O-:17])=[O:16])[CH:10]=2)[N:7]=1.[CH3:23][N:24]1[CH2:29][CH2:28][N:27]([C:30]2[N:35]=[CH:34][C:33]([NH2:36])=[CH:32][N:31]=2)[CH2:26][CH2:25]1.C(N(C(C)C)CC)(C)C>CN1CCCC1=O.C(OCC)(=O)C>[CH2:18]([C:5]1[N:4]=[C:3]([C:20]([NH2:22])=[O:21])[C:2]([NH:36][C:33]2[CH:32]=[N:31][C:30]([N:27]3[CH2:28][CH2:29][N:24]([CH3:23])[CH2:25][CH2:26]3)=[N:35][CH:34]=2)=[N:7][C:6]=1[O:8][C:9]1[CH:14]=[CH:13][CH:12]=[C:11]([N+:15]([O-:17])=[O:16])[CH:10]=1)[CH3:19]. Reported procedure: A mixture of 3-chloro-6-ethyl-5-(3-nitrophenoxy)pyrazine-2-carboxamide (300 mg), 2-(4-methylpiperazin-1-yl)pyrimidine-5-amine (198 mg), and diisopropylethylamine (318 μL) in N-methylpyrrolidone (1.5 mL) was heated at 120° C. for 18 hours. The reaction mixture was cooled, and then diluted with ethyl acetate, and the organic phase was washed with water and saturated brine. After drying over anhydrous sodium sulfate, the solvent was evaporated under reduced pressure. The residue was purified by sil... The reactants are O=C1c2cc(Br)ccc2-c2ccc(Br)cc21, CC(C)(C)OC(=O)N1CC2CNCC2C1, CC(C)(C)[O-], Cc1ccccc1, [Na+], O=C(C=Cc1ccccc1)C=Cc1ccccc1, O=C(C=Cc1ccccc1)C=Cc1ccccc1, O=C(C=Cc1ccccc1)C=Cc1ccccc1, [Pd], [Pd]. The product is CC(C)(C)OC(=O)N1CC2CN(c3ccc4c(c3)C(=O)c3cc(Br)ccc3-4)CC2C1. RXN SMILES: [Br:16][c:17]1[cH:18][c:19]2[c:27]([cH:28][cH:29]1)-[c:26]1[c:21]([cH:22][c:23]([Br:30])[cH:24][cH:25]1)[C:20]2=[O:31].[C:1](=[O:2])([O:3][C:4]([CH3:5])([CH3:6])[CH3:7])[N:8]1[CH2:9][CH:10]2[CH2:11][NH:12][CH2:13][CH:14]2[CH2:15]1.[CH3:32][C:33]([CH3:34])([O-:35])[CH3:36].[CH3:38][c:39]1[cH:40][cH:41][cH:42][cH:43][cH:44]1.[Na+:37].[O:47]=[C:48]([CH:49]=[CH:50][c:51]1[cH:52][cH:53][cH:54][cH:55][cH:56]1)[CH:57]=[CH:58][c:59]1[cH:60][cH:61][cH:62][cH:63][cH:64]1.[O:65]=[C:66]([CH:67]=[CH:68][c:69]1[cH:70][cH:71][cH:72][cH:73][cH:74]1)[CH:75]=[CH:76][c:77]1[cH:78][cH:79][cH:80][cH:81][cH:82]1.[O:83]=[C:84]([CH:85]=[CH:86][c:87]1[cH:88][cH:89][cH:90][cH:91][cH:92]1)[CH:93]=[CH:94][c:95]1[cH:96][cH:97][cH:98][cH:99][cH:100]1.[Pd:45].[Pd:46]>>[C:1](=[O:2])([O:3][C:4]([CH3:5])([CH3:6])[CH3:7])[N:8]1[CH2:9][CH:10]2[CH2:11][N:12]([c:23]3[cH:22][c:21]4[c:26]([cH:25][cH:24]3)-[c:27]3[c:19]([cH:18][c:17]([Br:16])[cH:29][cH:28]3)[C:20]4=[O:31])[CH2:13][CH:14]2[CH2:15]1. The reactants are CCSSCC, [Cl-], [Cl-], [Cl-], [Cl-], Oc1ccccc1, [Zr+4], Cc1ccccc1C. Product: CCSc1ccccc1O. Reaction SMILES: [CH2:8]([CH3:9])[S:10][S:11][CH2:12][CH3:13].[Cl-:14].[Cl-:15].[Cl-:16].[Cl-:17].[OH:1][c:2]1[cH:3][cH:4][cH:5][cH:6][cH:7]1.[Zr+4:18].[c:19]1([CH3:20])[c:21]([CH3:22])[cH:23][cH:24][cH:25][cH:26]1>>[OH:1][c:2]1[c:3]([S:10][CH2:8][CH3:9])[cH:4][cH:5][cH:6][cH:7]1. The reactants are N1C=CC2=CC(=CC=C12)C(=O)O (Indole-5-carboxylic acid), [H-].[Al+3].[Li+].[H-].[H-].[H-] (lithium aluminium hydride), C(C)(=O)OCC (ethyl acetate), aqueous solution, [OH-].[Na+] (sodium hydroxide). Run in O1CCCC1 (tetrahydrofuran). Run at time 96 hour. Yields the product N1C=CC2=CC(=CC=C12)C=O (indole-5-carbaldehyde). Isolated yield 51.2%. Reaction SMILES: [NH:1]1[C:9]2[C:4](=[CH:5][C:6]([C:10](O)=[O:11])=[CH:7][CH:8]=2)[CH:3]=[CH:2]1.[H-].[Al+3].[Li+].[H-].[H-].[H-].C(OCC)(=O)C.[OH-].[Na+]>O1CCCC1>[NH:1]1[C:9]2[C:4](=[CH:5][C:6]([CH:10]=[O:11])=[CH:7][CH:8]=2)[CH:3]=[CH:2]1 |f:1.2.3.4.5.6,8.9|. Reported procedure: Indole-5-carboxylic acid (3.10 g) was dissolved in tetrahydrofuran (50 ml), and lithium aluminium hydride (1.50 g) was added thereto, followed by heating under reflux for 20 hours. The reaction solution was cooled to room temperature, and ethyl acetate and then a 2N aqueous solution of sodium hydroxide were added thereto to cease the reaction. The reaction solution was dried over anhydrous sodium sulfate and insoluble matters were filtered off. Manganese dioxide (30.00 g) was added to the filtra... The reactants are CCCCO, CNC(=O)c1ccccc1Nc1nc(Cl)ncc1Br, Cl, CN1C(=O)CCCc2cc(N)ccc21, C1COCCO1. The product is CNC(=O)c1ccccc1Nc1nc(Nc2ccc3c(c2)CCCC(=O)N3C)ncc1Br. RXN SMILES: [CH2:35]([OH:36])[CH2:37][CH2:38][CH3:39].[Cl:1][c:2]1[n:3][cH:4][c:5]([Br:19])[c:6]([NH:8][c:9]2[c:10]([C:11](=[O:12])[NH:13][CH3:14])[cH:15][cH:16][cH:17][cH:18]2)[n:7]1.[ClH:34].[NH2:20][c:21]1[cH:22][c:23]2[c:24]([cH:32][cH:33]1)[N:25]([CH3:31])[C:26](=[O:30])[CH2:27][CH2:28][CH2:29]2.[O:40]1[CH2:41][CH2:42][O:43][CH2:44][CH2:45]1>>[c:2]1([NH:20][c:21]2[cH:22][c:23]3[c:24]([cH:32][cH:33]2)[N:25]([CH3:31])[C:26](=[O:30])[CH2:27][CH2:28][CH2:29]3)[n:3][cH:4][c:5]([Br:19])[c:6]([NH:8][c:9]2[c:10]([C:11](=[O:12])[NH:13][CH3:14])[cH:15][cH:16][cH:17][cH:18]2)[n:7]1. The reactants are C1COCCN1, CCOCC, CN(C)C=O, C=CC(=O)Nc1cc2c(Nc3cc(OC)c(OC)c(OC)c3)c(C#N)cnc2cc1N, C=CC(=O)Nc1cc2ncc(C#N)c(Nc3cc(OC)c(OC)c(OC)c3)c2cc1N. Product: COc1cc(Nc2c(C#N)cnc3cc(N)c(NC(=O)CCN4CCOCC4)cc23)cc(OC)c1OC. Reaction SMILES: [CH2:63]1[CH2:64][O:65][CH2:66][CH2:67][NH:68]1.[CH3:69][CH2:70][O:71][CH2:72][CH3:73].[CH3:74][N:75]([CH3:76])[CH:77]=[O:78].[NH2:1][c:2]1[c:3]([NH:27][C:28]([CH:29]=[CH2:30])=[O:31])[cH:4][c:5]2[c:6]([NH:14][c:15]3[cH:16][c:17]([O:25][CH3:26])[c:18]([O:23][CH3:24])[c:19]([O:21][CH3:22])[cH:20]3)[c:7]([C:12]#[N:13])[cH:8][n:9][c:10]2[cH:11]1.[NH2:32][c:33]1[cH:34][c:35]2[c:36]([cH:37][c:38]1[NH:39][C:40](=[O:41])[CH:42]=[CH2:43])[n:44][cH:45][c:46]([C:47]#[N:48])[c:49]2[NH:50][c:51]1[cH:52][c:53]([O:54][CH3:55])[c:56]([O:57][CH3:58])[c:59]([O:60][CH3:61])[cH:62]1>>[NH2:1][c:2]1[c:3]([NH:27][C:28]([CH2:29][CH2:30][N:68]2[CH2:63][CH2:64][O:65][CH2:66][CH2:67]2)=[O:31])[cH:4][c:5]2[c:6]([NH:14][c:15]3[cH:16][c:17]([O:25][CH3:26])[c:18]([O:23][CH3:24])[c:19]([O:21][CH3:22])[cH:20]3)[c:7]([C:12]#[N:13])[cH:8][n:9][c:10]2[cH:11]1.